Task: describe an organic reaction: reactants, conditions, products, and yield. Dataset: the Open Reaction Database (ORD), a public repository of structured organic reaction records The reactants are C(CCCC)=C1C(CCC1)=O (2-pentylidenecyclopentanone), C1(CCCC1)=O (cyclopentanone), II (iodine). The product is C(CCCC)C=1C(CCC1)=O (2-pentyl-2-cyclopentenone). Yield: 84.3%. Reaction SMILES: [CH:1](=[C:6]1[CH2:10][CH2:9][CH2:8][C:7]1=[O:11])[CH2:2][CH2:3][CH2:4][CH3:5].C1(=O)CCCC1.II>>[CH2:1]([C:6]1[C:7](=[O:11])[CH2:8][CH2:9][CH:10]=1)[CH2:2][CH2:3][CH2:4][CH3:5]. Reported procedure: In a 100 ml four-neck flask fitted with a thermometer, a reflux condenser and a stirrer were placed 2-pentylidenecyclopentanone (30 g) synthesized in Reference Example 4, cyclopentanone (31.6 ml) and iodine (30 mg), followed by 4 hours of the reaction under refluxing. The reaction mixture was washed with water and the layers were separated from each other. The resulting organic layer was washed with saturated brine and separated. The organic layer was evaporated on a rotary evaporator under redu... Starting materials: ClCC(=O)N1CCOCC1 (2-chloro-1-morpholin-4-yl-ethanone), C(C)(C)N1CCC(CC1)NS(=O)(=O)CCNC(=O)C=1SC(=CC1)Cl (5-chloro-thiophene-2-carboxylic acid [2-(1-isopropyl-piperidin-4-ylsulfamoyl)-ethyl]-amide). The product is C(C)(C)N1CCC(CC1)N(S(=O)(=O)CCNC(=O)C=1SC(=CC1)Cl)CC(=O)N1CCOCC1 (5-chloro-thiophene-2-carboxylic acid {2-[(1-isopropyl-piperidin-4-yl)-(2-morpholin-4-yl-2-oxo-ethyl)-sulfamoyl]-ethyl}-amide). Reaction SMILES: Cl[CH2:2][C:3]([N:5]1[CH2:10][CH2:9][O:8][CH2:7][CH2:6]1)=[O:4].[CH:11]([N:14]1[CH2:19][CH2:18][CH:17]([NH:20][S:21]([CH2:24][CH2:25][NH:26][C:27]([C:29]2[S:30][C:31]([Cl:34])=[CH:32][CH:33]=2)=[O:28])(=[O:23])=[O:22])[CH2:16][CH2:15]1)([CH3:13])[CH3:12]>>[CH:11]([N:14]1[CH2:19][CH2:18][CH:17]([N:20]([CH2:2][C:3]([N:5]2[CH2:10][CH2:9][O:8][CH2:7][CH2:6]2)=[O:4])[S:21]([CH2:24][CH2:25][NH:26][C:27]([C:29]2[S:30][C:31]([Cl:34])=[CH:32][CH:33]=2)=[O:28])(=[O:22])=[O:23])[CH2:16][CH2:15]1)([CH3:13])[CH3:12]. Procedure: 5-Chloro-thiophene-2-carboxylic acid {2-[(1-isopropyl-piperidin-4-yl)-(2-morpholin-4-yl-2-oxo-ethyl)-sulfamoyl]-ethyl}-amide was prepared by an analogous procedure as described in example 15 starting from 83 mg (2 equiv.) 2-chloro-1-morpholin-4-yl-ethanone and 100 mg (0.25 mmol) 5-chloro-thiophene-2-carboxylic acid [2-(1-isopropyl-piperidin-4-ylsulfamoyl)-ethyl]-amide. Final purification by preparative RP-HPLC (CH3CN/H2O gradient+0.1% TFA) gave pure 5-chloro-thiophene-2-carboxylic acid {2-[(1-is...